From a dataset of the Open Reaction Database (ORD), a public repository of structured organic reaction records. describe an organic reaction: reactants, conditions, products, and yield Reactants: Cc1cc(C#N)cc(C)c1C=CC1CCN(C(=O)OC(C)(C)C)CC1, O=C([O-])[O-], CC(C)=O, [K+], [K+], NC(N)=O, [Na+], [Na+], O=S(=O)([O-])[O-], O, OO. Yields the product Cc1cc(C(N)=O)cc(C)c1C=CC1CCN(C(=O)OC(C)(C)C)CC1. As a reaction SMILES: [C:1](#[N:2])[c:3]1[cH:4][c:5]([CH3:25])[c:6]([CH:10]=[CH:11][CH:12]2[CH2:13][CH2:14][N:15]([C:18](=[O:19])[O:20][C:21]([CH3:22])([CH3:23])[CH3:24])[CH2:16][CH2:17]2)[c:7]([CH3:9])[cH:8]1.[C:32](=[O:33])([O-:34])[O-:35].[CH3:45][C:46](=[O:47])[CH3:48].[K+:36].[K+:37].[NH2:26][C:27](=[O:28])[NH2:29].[Na+:38].[Na+:39].[O-:40][S:41](=[O:42])(=[O:43])[O-:44].[OH2:49].[OH:30][OH:31]>>[C:1]([NH2:2])([c:3]1[cH:4][c:5]([CH3:25])[c:6]([CH:10]=[CH:11][CH:12]2[CH2:13][CH2:14][N:15]([C:18](=[O:19])[O:20][C:21]([CH3:22])([CH3:23])[CH3:24])[CH2:16][CH2:17]2)[c:7]([CH3:9])[cH:8]1)=[O:28]. Run at temperature 70 celsius. Starting materials: C(#N)C1=CC=C(C=C1)C1=CC2=C(N(C(=N2)COCC2(CCN(CC2)C(=O)OC(C)(C)C)C2=CC=CC=C2)CC2CC2)C=C1 (tert-Butyl 4-(((5-(4-cyanophenyl)-1-(cyclopropylmethyl)-1H-benzo[d]imidazol-2-yl)methoxy)methyl)-4-phenylpiperidine-1-carboxylate), C=O (formaldehyde), C(=O)O (formic acid). Product: C1(CC1)CN1C(=NC2=C1C=CC(=C2)C2=CC=C(C#N)C=C2)COCC2(CCN(CC2)C)C2=CC=CC=C2 (4-(1-(Cyclopropylmethyl)-2-(((1-methyl-4-phenylpiperidin-4-yl)methoxy)methyl)-1H-benzo[d]imidazol-5-yl)benzonitrile). Procedure details: tert-Butyl 4-(((5-(4-cyanophenyl)-1-(cyclopropylmethyl)-1H-benzo[d]imidazol-2-yl)methoxy)methyl)-4-phenylpiperidine-1-carboxylate (23 mg, 0.04 mmol) was combined with aqueous formaldehyde (37%, 0.5 mL, 168 equiv) and formic acid (0.5 mL, 329 equiv) and heated at 70° C. for 64 h. At the end, after adjusting the pH of the reaction mixture to 6.0 extractive work up with ethyl acetate followed by evaporation of the organic layer in vacuo gave the crude product. The crude product was purified by prep... Reaction SMILES: [C:1]([C:3]1[CH:8]=[CH:7][C:6]([C:9]2[CH:43]=[CH:42][C:12]3[N:13]([CH2:38][CH:39]4[CH2:41][CH2:40]4)[C:14]([CH2:16][O:17][CH2:18][C:19]4([C:32]5[CH:37]=[CH:36][CH:35]=[CH:34][CH:33]=5)[CH2:24][CH2:23][N:22]([C:25](OC(C)(C)C)=O)[CH2:21][CH2:20]4)=[N:15][C:11]=3[CH:10]=2)=[CH:5][CH:4]=1)#[N:2].C=O.C(O)=O>C(OCC)(=O)C>[CH:39]1([CH2:38][N:13]2[C:12]3[CH:42]=[CH:43][C:9]([C:6]4[CH:7]=[CH:8][C:3]([C:1]#[N:2])=[CH:4][CH:5]=4)=[CH:10][C:11]=3[N:15]=[C:14]2[CH2:16][O:17][CH2:18][C:19]2([C:32]3[CH:37]=[CH:36][CH:35]=[CH:34][CH:33]=3)[CH2:24][CH2:23][N:22]([CH3:25])[CH2:21][CH2:20]2)[CH2:41][CH2:40]1. Yield: 50.0%. Run in C(C)(=O)OCC (ethyl acetate).